Task: describe an organic reaction: reactants, conditions, products, and yield. Dataset: the Open Reaction Database (ORD), a public repository of structured organic reaction records The reactants are C1CCOC1, CN(C)CCCl, Cl, [K+], [K+], [Na+], O=C([O-])[O-], [OH-], O=Cc1ccc(O)cn1. Product: CN(C)CCOc1ccc(C=O)nc1. Reaction SMILES: [CH2:25]1[O:26][CH2:27][CH2:28][CH2:29]1.[CH3:16][N:17]([CH2:18][CH2:19][Cl:20])[CH3:21].[ClH:22].[K+:10].[K+:11].[Na+:24].[O-:12][C:13]([O-:14])=[O:15].[OH-:23].[OH:1][c:2]1[cH:3][cH:4][c:5]([CH:8]=[O:9])[n:6][cH:7]1>>[O:1]([c:2]1[cH:3][cH:4][c:5]([CH:8]=[O:9])[n:6][cH:7]1)[CH2:19][CH2:18][N:17]([CH3:16])[CH3:21]. Yields the product COC1=CC=C(C(=O)C2=CC=CC=C2)C=C1 (4-methoxybenzophenone). Reported procedure: Anisole (0.1 mole, 10.8 grams) and benzoyl chloride (0.1 mole, 14 grams) were dissolved in 200 milliliters of hexane and stirred at room temperature while 15 grams of anhydrous aluminum chloride were added slowly over a period of 15 minutes. The reaction mixture was stirred an additional 15 minutes and then the hexane decanted. The resulting viscous residue in the reaction flask was carefully hydrolyzed with 200 milliliters of a mixture of ice and dilute hydrochloric acid. The resulting organic ... Reaction conditions: time 15 minute. Solvent: CCCCCC (hexane). Starting materials: C1(=CC=CC=C1)OC (Anisole), C(C1=CC=CC=C1)(=O)Cl (benzoyl chloride), [Cl-].[Al+3].[Cl-].[Cl-] (aluminum chloride). As a reaction SMILES: [C:1]1([O:7][CH3:8])[CH:6]=[CH:5][CH:4]=[CH:3][CH:2]=1.[C:9](Cl)(=[O:16])[C:10]1[CH:15]=[CH:14][CH:13]=[CH:12][CH:11]=1.[Cl-].[Al+3].[Cl-].[Cl-]>CCCCCC>[CH3:8][O:7][C:1]1[CH:6]=[CH:5][C:4]([C:9]([C:10]2[CH:15]=[CH:14][CH:13]=[CH:12][CH:11]=2)=[O:16])=[CH:3][CH:2]=1 |f:2.3.4.5|. Starting materials: COc1cc2nc(N3CCNCC3)nc(N)c2cc1OC, C1COCCO1, S=C=Nc1ccccc1. The product is COc1cc2nc(N3CCN(C(=S)Nc4ccccc4)CC3)nc(N)c2cc1OC. RXN SMILES: [N:1]1([c:7]2[n:8][c:9]3[cH:10][c:11]([O:20][CH3:21])[c:12]([O:18][CH3:19])[cH:13][c:14]3[c:15]([NH2:17])[n:16]2)[CH2:2][CH2:3][NH:4][CH2:5][CH2:6]1.[O:31]1[CH2:32][CH2:33][O:34][CH2:35][CH2:36]1.[c:22]1([N:28]=[C:29]=[S:30])[cH:23][cH:24][cH:25][cH:26][cH:27]1>>[N:1]1([c:7]2[n:8][c:9]3[cH:10][c:11]([O:20][CH3:21])[c:12]([O:18][CH3:19])[cH:13][c:14]3[c:15]([NH2:17])[n:16]2)[CH2:2][CH2:3][N:4]([C:29]([NH:28][c:22]2[cH:23][cH:24][cH:25][cH:26][cH:27]2)=[S:30])[CH2:5][CH2:6]1. Reactants: C[SiH](Cl)Cl (MeSiHCl2), [Si](Cl)(Cl)(C)C (Me2SiCl2). Product: [Si](C)(C)(C)Cl.C[SiH](Cl)Cl (Me3SiCl MeSiHCl2). RXN SMILES: [CH3:1][SiH:2]([Cl:4])[Cl:3].[Si:5]([CH3:9])([CH3:8])([Cl:7])Cl>>[Si:5]([Cl:7])([CH3:9])([CH3:1])[CH3:8].[CH3:1][SiH:2]([Cl:4])[Cl:3] |f:2.3|. Procedure details: The procedure of Example 2 was followed using a 2 l flask, 106.39 g (2.72 mols) of K metal, 807.1 g of THF, 69.7 g (0.638 mol) of Me3SiCl, 25.9 g (0.225 mol) of MeSiHCl2, and 105.9 g (0.751 mol) of CH2 =CHSiMeCl2. Workup yielded 81.3 g of nonvolatile polymer, b.p. greater than 65°/0.5 mm. Pyrolysis of this polymer to 1200° yielded 51.7% of SiC composition. This examples shows the effectiveness of MeSiHCl2 in increasing SiC yield when compared to the use of Me2SiCl2 in Example D.